From a dataset of the Open Reaction Database (ORD), a public repository of structured organic reaction records. describe an organic reaction: reactants, conditions, products, and yield The reactants are O=C([O-])O, COc1cc(Cl)cc2cccnc12, Cl, [Na+], O, c1ccncc1. The product is Oc1cc(Cl)cc2cccnc12. RXN SMILES: [C:21](=[O:22])([OH:23])[O-:24].[Cl:1][c:2]1[cH:3][c:4]2[cH:5][cH:6][cH:7][n:8][c:9]2[c:10]([O:12][CH3:13])[cH:11]1.[ClH:14].[Na+:25].[OH2:26].[n:15]1[cH:16][cH:17][cH:18][cH:19][cH:20]1>>[Cl:1][c:2]1[cH:3][c:4]2[cH:5][cH:6][cH:7][n:8][c:9]2[c:10]([OH:12])[cH:11]1. The reactants are CC(C)[Si](C(C)C)(C(C)C)n1ccc2cc(C3CN(C(=O)OC(C)(C)C)C3)ccc21, C1CCOC1, CCCC[N+](CCCC)(CCCC)CCCC, [F-]. The product is CC(C)(C)OC(=O)N1CC(c2ccc3[nH]ccc3c2)C1. As a reaction SMILES: [C:1]([CH3:2])([CH3:3])([CH3:4])[O:5][C:6](=[O:7])[N:8]1[CH2:9][CH:10]([c:12]2[cH:13][c:14]3[cH:15][cH:16][n:17]([Si:21]([CH:22]([CH3:23])[CH3:24])([CH:25]([CH3:26])[CH3:27])[CH:28]([CH3:29])[CH3:30])[c:18]3[cH:19][cH:20]2)[CH2:11]1.[CH2:49]1[O:50][CH2:51][CH2:52][CH2:53]1.[CH3:32][CH2:33][CH2:34][CH2:35][N+:36]([CH2:37][CH2:38][CH2:39][CH3:40])([CH2:41][CH2:42][CH2:43][CH3:44])[CH2:45][CH2:46][CH2:47][CH3:48].[F-:31]>>[C:1]([CH3:2])([CH3:3])([CH3:4])[O:5][C:6](=[O:7])[N:8]1[CH2:9][CH:10]([c:12]2[cH:13][c:14]3[cH:15][cH:16][nH:17][c:18]3[cH:19][cH:20]2)[CH2:11]1. Starting materials: FC(C(=O)N(CC(N1[C@H](CCC1)CN1CCCC1)=O)CC1=NC=CC(=C1)C(=O)OCC)(F)F (ethyl 2-[(2,2,2-trifluoro-N-{2-oxo-2-[(2R)-2-(pyrrolidin-1-ylmethyl)pyrrolidin-1-yl]ethyl}acetamido)methyl]pyridine-4-carboxylate), [BH4-].[Na+] (NaBH4). The product is OCC1=CC(=NC=C1)CNCC(=O)N1[C@H](CCC1)CN1CCCC1 (2-({[4-(Hydroxymethyl)pyridin-2-yl]methyl}amino)-1-[(2R)-2-(pyrrolidin-1-ylmethyl)pyrrolidin-1-yl]ethan-1-one). Reaction SMILES: FC(F)(F)C([N:5]([CH2:20][C:21]1[CH:26]=[C:25]([C:27](OCC)=[O:28])[CH:24]=[CH:23][N:22]=1)[CH2:6][C:7](=[O:19])[N:8]1[CH2:12][CH2:11][CH2:10][C@@H:9]1[CH2:13][N:14]1[CH2:18][CH2:17][CH2:16][CH2:15]1)=O.[BH4-].[Na+]>>[OH:28][CH2:27][C:25]1[CH:24]=[CH:23][N:22]=[C:21]([CH2:20][NH:5][CH2:6][C:7]([N:8]2[CH2:12][CH2:11][CH2:10][C@@H:9]2[CH2:13][N:14]2[CH2:15][CH2:16][CH2:17][CH2:18]2)=[O:19])[CH:26]=1 |f:1.2|. Procedure: Prepared by General Procedure U from ethyl 2-[(2,2,2-trifluoro-N-{2-oxo-2-[(2R)-2-(pyrrolidin-1-ylmethyl)pyrrolidin-1-yl]ethyl}acetamido)methyl]pyridine-4-carboxylate, using 5 equiv. of NaBH4. The residue was purified by column chromatography on silica gel using NH4OH (2%)+MeOH (20%) in CH2Cl2 to give the title as yellow oil. 1H NMR (300 MHz, CD3OD), δ ppm: 8.44 (d, 1H), 7.49 (s, 1H), 7.31 (d, 1H), 4.90 (s, 2H), 4.69 (s, 2H), 4.24 (m, 1H), 3.93 (s, 2H), 3.50-3.36 (m, 3H), 2.67-2.42 (m, 6H), 2.06... Starting materials: ClC=1C=CC2=C(SC3=C(C(C2)Cl)C=C(C=C3)F)C1 (3,10-dichloro-10,11-dihydro-8-fluoro-dibenzo[b,f]thiepin), C(=O)(OCC)N1CCNCC1 (1-carbethoxypiperazine). Solvent: C(Cl)(Cl)Cl (chloroform), C(Cl)(Cl)Cl (chloroform). Yields the product C(=O)(OCC)N1CCN(CC1)C1CC2=C(SC3=C1C=C(C=C3)F)C=C(C=C2)Cl (1-carbethoxy-4-(3-chloro-10,11-dihydro-8-fluoro-dibenzo[b,f]thiepin-10-yl)-piperazine). As a reaction SMILES: [Cl:1][C:2]1[CH:3]=[CH:4][C:5]2[CH2:11][CH:10](Cl)[C:9]3[CH:13]=[C:14]([F:17])[CH:15]=[CH:16][C:8]=3[S:7][C:6]=2[CH:18]=1.[C:19]([N:24]1[CH2:29][CH2:28][NH:27][CH2:26][CH2:25]1)([O:21][CH2:22][CH3:23])=[O:20]>C(Cl)(Cl)Cl>[C:19]([N:24]1[CH2:29][CH2:28][N:27]([CH:10]2[C:9]3[CH:13]=[C:14]([F:17])[CH:15]=[CH:16][C:8]=3[S:7][C:6]3[CH:18]=[C:2]([Cl:1])[CH:3]=[CH:4][C:5]=3[CH2:11]2)[CH2:26][CH2:25]1)([O:21][CH2:22][CH3:23])=[O:20]. Procedure details: 38.8 G. of 3,10-dichloro-10,11-dihydro-8-fluoro-dibenzo[b,f]thiepin into 100 ml. of chloroform are heated with 82 g. of 1-carbethoxypiperazine for 24 hours under reflux conditions. The reaction mixture is poured on ice water and equilibrated with chloroform. The organic phase is dried over magnesium sulfate and evaporated under reduced pressure. Raw 1-carbethoxy-4-(3-chloro-10,11-dihydro-8-fluoro-dibenzo[b,f]thiepin-10-yl)-piperazine is obtained as a yellow oil. The reactants are ClC=1C=CC2=C(N(C(S2)=O)CC(=O)N2CCN(CC2)N)C1 (5-chloro-3-[(4-amino-1-piperazinyl)carbonylmethyl]-2-benzothiazolinone), C=O (formaldehyde). Solvent: C(C)#N (acetonitrile). The product is ClC=1C=CC2=C(N(C(S2)=O)CC(=O)N2CCN(CC2)N=C)C1 (5-chloro-3-[(4-methyleneamino-1-piperazinyl)carbonylmethyl]-2-benzothiazolinone). As a reaction SMILES: [Cl:1][C:2]1[CH:3]=[CH:4][C:5]2[S:9][C:8](=[O:10])[N:7]([CH2:11][C:12]([N:14]3[CH2:19][CH2:18][N:17]([NH2:20])[CH2:16][CH2:15]3)=[O:13])[C:6]=2[CH:21]=1.[CH2:22]=O>C(#N)C>[Cl:1][C:2]1[CH:3]=[CH:4][C:5]2[S:9][C:8](=[O:10])[N:7]([CH2:11][C:12]([N:14]3[CH2:15][CH2:16][N:17]([N:20]=[CH2:22])[CH2:18][CH2:19]3)=[O:13])[C:6]=2[CH:21]=1. Procedure details: A solution of 5-chloro-3-[(4-amino-1-piperazinyl)carbonylmethyl]-2-benzothiazolinone (5.0 g) and 37% formaldehyde solution (1.38 ml) in acetonitrile (150 ml) was stirred for 1.5 hours at room temperature. The reaction mixture was concentrated under reduced pressure. The residue was subjected to column chromatography on silica gel (50 g) eluting with a mixture of chloroform and methanol (50:1). The fractions containing the desired compound were combined and concentrated under reduced pressure. Th... Reactants: [Mg] (magnesium), BrC1=CC=C(C=C1)C (1-bromo-4-methylbenzene), C(C1=CC=CC=C1)N1CCC(CC1)=O (1-benzyl-4-piperidinone). The solvent is C1CCOC1 (THF), C1CCOC1 (THF), C1CCOC1 (THF). The product is C(C1=CC=CC=C1)N1CCC(CC1)(O)C1=CC=C(C=C1)C (1-Benzyl-4-(4-methylphenyl)piperid-4-ol). Isolated yield 92.8%. Reaction SMILES: [Mg].Br[C:3]1[CH:8]=[CH:7][C:6]([CH3:9])=[CH:5][CH:4]=1.[CH2:10]([N:17]1[CH2:22][CH2:21][C:20](=[O:23])[CH2:19][CH2:18]1)[C:11]1[CH:16]=[CH:15][CH:14]=[CH:13][CH:12]=1>C1COCC1>[CH2:10]([N:17]1[CH2:22][CH2:21][C:20]([C:3]2[CH:8]=[CH:7][C:6]([CH3:9])=[CH:5][CH:4]=2)([OH:23])[CH2:19][CH2:18]1)[C:11]1[CH:12]=[CH:13][CH:14]=[CH:15][CH:16]=1. Procedure: This compound is prepared according to procedure described in step A) of Preparation 8.3, starting with 2.6 g of magnesium in 15 ml of THF, 15 g of 1-bromo-4-methylbenzene in 100 ml of THF and 16.6 g of 1-benzyl-4-piperidinone in 100 ml of THF. 22.9 g of the expected product are obtained. Starting materials: CC(C)(C)c1csc(C2CCN(Cc3ccccc3)CC2)n1, C=COC(=O)Cl, ClCCCl, [K+], [K+], O=C([O-])[O-]. Product: CC(C)(C)c1csc(C2CCNCC2)n1. As a reaction SMILES: [CH3:1][C:2]([CH3:3])([CH3:4])[c:5]1[n:6][c:7]([CH:10]2[CH2:11][CH2:12][N:13]([CH2:16][c:17]3[cH:18][cH:19][cH:20][cH:21][cH:22]3)[CH2:14][CH2:15]2)[s:8][cH:9]1.[CH:29]([O:30][C:31]([Cl:32])=[O:33])=[CH2:34].[Cl:35][CH2:36][CH2:37][Cl:38].[K+:23].[K+:24].[O-:25][C:26]([O-:27])=[O:28]>>[CH3:1][C:2]([CH3:3])([CH3:4])[c:5]1[n:6][c:7]([CH:10]2[CH2:11][CH2:12][NH:13][CH2:14][CH2:15]2)[s:8][cH:9]1.